Task: describe an organic reaction: reactants, conditions, products, and yield. Dataset: the Open Reaction Database (ORD), a public repository of structured organic reaction records The reactants are C1CCC2=NCCCN2CC1, Cc1cnc(CO)c(C)c1, COCCOC, CS(=O)c1nc(N)nc(-c2ccccn2)c1C#N. The product is Cc1cnc(COc2nc(N)nc(-c3ccccn3)c2C#N)c(C)c1. RXN SMILES: [CH2:29]1[CH2:30][CH2:31][C:32]2=[N:37][CH2:36][CH2:35][CH2:34][N:33]2[CH2:38][CH2:39]1.[CH3:19][c:20]1[c:21]([CH2:27][OH:28])[n:22][cH:23][c:24]([CH3:26])[cH:25]1.[CH3:40][O:41][CH2:42][CH2:43][O:44][CH3:45].[NH2:1][c:2]1[n:3][c:4](-[c:13]2[n:14][cH:15][cH:16][cH:17][cH:18]2)[c:5]([C:11]#[N:12])[c:6]([S:8]([CH3:9])=[O:10])[n:7]1>>[NH2:1][c:2]1[n:3][c:4](-[c:13]2[n:14][cH:15][cH:16][cH:17][cH:18]2)[c:5]([C:11]#[N:12])[c:6]([O:28][CH2:27][c:21]2[c:20]([CH3:19])[cH:25][c:24]([CH3:26])[cH:23][n:22]2)[n:7]1. Starting materials: O=C1SC2=C(N1)C=CC(=C2)NC=2C1=C(N=CN2)SC2=C1CCC(C2)C(=O)O ((RS)-4-[(2-oxo-2,3-dihydro-1,3-benzothiazol-6-yl)amino]-5,6,7,8-tetrahydro[1]benzothieno[2,3-d]pyrimidine-7-carboxylic acid), CN1CCNCC1 (1-methylpiperazine). Product: CN1CCN(CC1)C(=O)C1CC2=C(CC1)C1=C(N=CN=C1NC1=CC3=C(NC(S3)=O)C=C1)S2 ((RS)-6-({7-[(4-Methylpiperazin-1-yl)carbonyl]-5,6,7,8-tetrahydro[1]benzothieno[2,3-d]pyrimidin-4-yl}amino)-1,3-benzothiazol-2(3H)-one). As a reaction SMILES: [O:1]=[C:2]1[NH:6][C:5]2[CH:7]=[CH:8][C:9]([NH:11][C:12]3[C:13]4[C:20]5[CH2:21][CH2:22][CH:23]([C:25]([OH:27])=O)[CH2:24][C:19]=5[S:18][C:14]=4[N:15]=[CH:16][N:17]=3)=[CH:10][C:4]=2[S:3]1.[CH3:28][N:29]1[CH2:34][CH2:33][NH:32][CH2:31][CH2:30]1>>[CH3:28][N:29]1[CH2:34][CH2:33][N:32]([C:25]([CH:23]2[CH2:22][CH2:21][C:20]3[C:13]4[C:12]([NH:11][C:9]5[CH:8]=[CH:7][C:5]6[NH:6][C:2](=[O:1])[S:3][C:4]=6[CH:10]=5)=[N:17][CH:16]=[N:15][C:14]=4[S:18][C:19]=3[CH2:24]2)=[O:27])[CH2:31][CH2:30]1. Reported procedure: 76.4 mg (192 μmol) (RS)-4-[(2-oxo-2,3-dihydro-1,3-benzothiazol-6-yl)amino]-5,6,7,8-tetrahydro[1]benzothieno[2,3-d]pyrimidine-7-carboxylic acid (prepared according to example 2) were transformed in analogy to example 3 using 1-methylpiperazine to give after working up and purification 66.5 mg (69%) of the title compound. Starting materials: ClC1=CC=C(C(=O)NCC(CC(C)C)=O)C=C1 (N-(4-chlorobenzoyl)isovalerylmethylamine), [H-].[Na+] (sodium hydride), BrCC(=O)OCC (ethyl bromoacetate). The product is ClC1=CC=C(C(=O)NC(CC(=O)OCC)C(CC(C)C)=O)C=C1 (ethyl 3-(4-chlorobenzoylamino)-3-isovalerylpropionate). Yield: 74.7%. Reaction SMILES: [Cl:1][C:2]1[CH:17]=[CH:16][C:5]([C:6]([NH:8][CH2:9][C:10](=[O:15])[CH2:11][CH:12]([CH3:14])[CH3:13])=[O:7])=[CH:4][CH:3]=1.[H-].[Na+].Br[CH2:21][C:22]([O:24][CH2:25][CH3:26])=[O:23]>>[Cl:1][C:2]1[CH:17]=[CH:16][C:5]([C:6]([NH:8][CH:9]([C:10](=[O:15])[CH2:11][CH:12]([CH3:14])[CH3:13])[CH2:21][C:22]([O:24][CH2:25][CH3:26])=[O:23])=[O:7])=[CH:4][CH:3]=1 |f:1.2|. Procedure: 2.5 g of N-(4-chlorobenzoyl)isovalerylmethylamine, 0.5 g of 61% sodium hydride and 1.81 g of ethyl bromoacetate are treated in the same manner as described in Preparation 1-(5). 2.5 g of ethyl 3-(4-chlorobenzoylamino)-3-isovalerylpropionate are thereby obtained. Yield: 74.4%. The reactants are N#Cc1ccc(NC2CCN(CCC(c3ccccc3)c3ccccc3)CC2)c([N+](=O)[O-])c1, CO, [Cl-], Cl, O, O. Yields the product N#Cc1ccc(NC2CCN(CCC(c3ccccc3)c3ccccc3)CC2)c(N)c1. RXN SMILES: [C:1](#[N:2])[c:3]1[cH:4][c:5]([N+:31]([O-:32])=[O:33])[c:6]([NH:7][CH:8]2[CH2:9][CH2:10][N:11]([CH2:14][CH2:15][CH:16]([c:17]3[cH:18][cH:19][cH:20][cH:21][cH:22]3)[c:23]3[cH:24][cH:25][cH:26][cH:27][cH:28]3)[CH2:12][CH2:13]2)[cH:29][cH:30]1.[CH3:38][OH:39].[Cl-:37].[ClH:34].[OH2:35].[OH2:36]>>[C:1](#[N:2])[c:3]1[cH:4][c:5]([NH2:31])[c:6]([NH:7][CH:8]2[CH2:9][CH2:10][N:11]([CH2:14][CH2:15][CH:16]([c:17]3[cH:18][cH:19][cH:20][cH:21][cH:22]3)[c:23]3[cH:24][cH:25][cH:26][cH:27][cH:28]3)[CH2:12][CH2:13]2)[cH:29][cH:30]1. The reactants are NC=1C(=NOC1C)C(=O)C1=CC=CC=C1 ((4-amino-5-methylisoxazol-3-yl)phenylmethanone), C([O-])([O-])=O.[Na+].[Na+] (sodium carbonate), saturated solution, C([O-])(O)=O.[Na+] (sodium bicarbonate), ClCC(=O)Cl (chloroacetyl chloride). The solvent is ClCCl (dichloromethane), ClCCl (dichloromethane), O (water). Reaction conditions: time 1 hour. The product is C(C1=CC=CC=C1)(=O)C1=NOC(=C1NC(CCl)=O)C (N-(3-benzoyl-5-methylisoxazol-4-yl)chloroacetamide). As a reaction SMILES: [NH2:1][C:2]1[C:3]([C:8]([C:10]2[CH:15]=[CH:14][CH:13]=[CH:12][CH:11]=2)=[O:9])=[N:4][O:5][C:6]=1[CH3:7].C(=O)([O-])[O-].[Na+].[Na+].C(=O)(O)[O-].[Na+].[Cl:27][CH2:28][C:29](Cl)=[O:30]>ClCCl.O>[C:8]([C:3]1[C:2]([NH:1][C:29](=[O:30])[CH2:28][Cl:27])=[C:6]([CH3:7])[O:5][N:4]=1)(=[O:9])[C:10]1[CH:15]=[CH:14][CH:13]=[CH:12][CH:11]=1 |f:1.2.3,4.5|. Procedure details: To a chilled (5° C.) mixture of 6.5 g of (4-amino-5-methylisoxazol-3-yl)phenylmethanone, 65 ml of 2N sodium carbonate, 163 ml of a saturated solution of sodium bicarbonate, and 150 ml of dichloromethane was added, dropwise, 5.1 ml of chloroacetyl chloride. The resulting mixture was stirred for one hour, diluted with dichloromethane and water, and separated. The organic phase was washed with a saturated sodium chloride solution, dried over anhydrous magnesium sulfate and concentrated to an oil. F... The reactants are B#B (diborane), solution, CC1=C(C(=O)O)C=CC(=C1)C (2,4-dimethylbenzoic acid). Solvent: O1CCCC1 (tetrahydrofuran), O1CCCC1 (tetrahydrofuran). Reaction conditions: time 8 hour. Product: CC1=C(CO)C=CC(=C1)C (2,4-Dimethylbenzyl alcohol). The yield is 95.0%. RXN SMILES: [CH3:1][C:2]1[CH:10]=[C:9]([CH3:11])[CH:8]=[CH:7][C:3]=1[C:4](O)=[O:5].B#B>O1CCCC1>[CH3:1][C:2]1[CH:10]=[C:9]([CH3:11])[CH:8]=[CH:7][C:3]=1[CH2:4][OH:5]. Procedure: A solution of 2,4-dimethylbenzoic acid (10 g; 66.6 mmol) in dry tetrahydrofuran (250 ml) was cooled to 0° C. and treated with a solution of diborane in tetrahydrofuran (135 ml of a 1.0M solution). The reaction mixture was stirred overnight before quenching with 1N HCl and extraction of the product into ethyl acetate. The organic phase was dried (MgSO4) and freed of solvent. The crude product was filtered through a plug of silica, eluting with 10% ethyl acetate in hexane, to obtain 8.62 g (95%) o... The reactants are [BH4-], CN(C)C=O, CC=O, [Na+], NS(=O)(=O)c1ccc(CNC=C2C(=O)NC(=O)c3ccccc32)cc1, O=C(O)C(F)(F)F. Yields the product CCNS(=O)(=O)c1ccc(CNC=C2C(=O)NC(=O)c3ccccc32)cc1. Reaction SMILES: [BH4-:29].[CH3:38][N:39]([CH3:40])[CH:41]=[O:42].[CH:26]([CH3:27])=[O:28].[Na+:30].[O:1]=[C:2]1[NH:3][C:4](=[O:25])[C:5](=[CH:12][NH:13][CH2:14][c:15]2[cH:16][cH:17][c:18]([S:21](=[O:22])(=[O:23])[NH2:24])[cH:19][cH:20]2)[c:6]2[cH:7][cH:8][cH:9][cH:10][c:11]21.[OH:31][C:32]([C:33]([F:34])([F:35])[F:36])=[O:37]>>[O:1]=[C:2]1[NH:3][C:4](=[O:25])[C:5](=[CH:12][NH:13][CH2:14][c:15]2[cH:16][cH:17][c:18]([S:21](=[O:22])(=[O:23])[NH:24][CH2:26][CH3:27])[cH:19][cH:20]2)[c:6]2[cH:7][cH:8][cH:9][cH:10][c:11]21. The solvent is C(Cl)Cl (CH2Cl2). The reactants are C(C)OC=1C=C2C=3C=CC=CC3C=CC2=C2C=CC=CC12 (6-Ethoxychrysene), C1=CC=CC=2C3=CC(=C4C=CC=CC4=C3C=CC12)C=O (6-Chrysenecarbaldehyde). Reported procedure: 6-Ethoxychrysene (Cambridge Chemical, Inc., 48 g, 0.176 mol) was formylated according to the procedure outlined in 1A, except that CH2Cl2 (1 L) was used as the reaction solvent. After isolation, the crude material was chromatographed on a plug of SiO2 (500 g) using CH2Cl2 as the eluting solvent to give (after removal of solvent and drying) 33.7 g (64%) of 12-ethoxychrysene-6-carbaldehyde mp 173.5°-176°, (C, H). As a reaction SMILES: [CH2:1]([O:3][C:4]1[CH:5]=[C:6]2[C:15](=[C:16]3[C:21]=1[CH:20]=[CH:19][CH:18]=[CH:17]3)[CH:14]=[CH:13][C:12]1[CH:11]=[CH:10][CH:9]=[CH:8][C:7]2=1)[CH3:2].C1C2C=CC3C(=CC([CH:40]=[O:41])=C4C=3C=CC=C4)C=2C=CC=1>C(Cl)Cl>[CH2:1]([O:3][C:4]1[C:21]2[CH:20]=[CH:19][CH:18]=[CH:17][C:16]=2[C:15]2[C:6](=[C:7]3[C:12](=[C:13]([CH:40]=[O:41])[CH:14]=2)[CH:11]=[CH:10][CH:9]=[CH:8]3)[CH:5]=1)[CH3:2]. Product: C(C)OC1=CC2=C3C=CC=CC3=C(C=C2C=2C=CC=CC12)C=O (12-ethoxychrysene-6-carbaldehyde). Yield: 64.0%. The reactants are CCOC=C(C(=O)OCC)C(=O)OCC, CN1CCC(Nc2ccc(CN3CCOCC3)cc2)CC1. Yields the product CCOC(=O)C(=CN(c1ccc(CN2CCOCC2)cc1)C1CCN(C)CC1)C(=O)OCC. As a reaction SMILES: [CH2:22]([O:23][CH:25]=[C:26]([C:27](=[O:28])[O:29][CH2:30][CH3:31])[C:32](=[O:33])[O:34][CH2:35][CH3:36])[CH3:24].[CH3:1][N:2]1[CH2:3][CH2:4][CH:5]([NH:8][c:9]2[cH:10][cH:11][c:12]([CH2:15][N:16]3[CH2:17][CH2:18][O:19][CH2:20][CH2:21]3)[cH:13][cH:14]2)[CH2:6][CH2:7]1>>[CH3:1][N:2]1[CH2:3][CH2:4][CH:5]([N:8]([c:9]2[cH:10][cH:11][c:12]([CH2:15][N:16]3[CH2:17][CH2:18][O:19][CH2:20][CH2:21]3)[cH:13][cH:14]2)[CH:25]=[C:26]([C:27](=[O:28])[O:29][CH2:30][CH3:31])[C:32](=[O:33])[O:34][CH2:35][CH3:36])[CH2:6][CH2:7]1.